From a dataset of the Open Reaction Database (ORD), a public repository of structured organic reaction records. describe an organic reaction: reactants, conditions, products, and yield The reactants are NC1CCC(CC1)C1=C(C=NN1C)NC(=O)C=1N=C(SC1NC(OC(C)(C)C)=O)C1=C(C=CC=C1F)F (tert-Butyl 4-(5-(4-aminocyclohexyl)-1-methyl-1H-pyrazol-4-ylcarbamoyl)-2-(2,6-difluorophenyl)thiazol-5-ylcarbamate), Cl (HCl). Solvent: O1CCOCC1 (dioxane). Yields the product NC1=C(N=C(S1)C1=C(C=CC=C1F)F)C(=O)NC=1C=NN(C1C1CCC(CC1)N)C (5-amino-N-(5-(4-aminocyclohexyl)-1-methyl-1H-pyrazol-4-yl)-2-(2,6-difluorophenyl)thiazole-4-carboxamide). As a reaction SMILES: [NH2:1][CH:2]1[CH2:7][CH2:6][CH:5]([C:8]2[N:12]([CH3:13])[N:11]=[CH:10][C:9]=2[NH:14][C:15]([C:17]2[N:18]=[C:19]([C:30]3[C:35]([F:36])=[CH:34][CH:33]=[CH:32][C:31]=3[F:37])[S:20][C:21]=2[NH:22]C(=O)OC(C)(C)C)=[O:16])[CH2:4][CH2:3]1.Cl>O1CCOCC1>[NH2:22][C:21]1[S:20][C:19]([C:30]2[C:35]([F:36])=[CH:34][CH:33]=[CH:32][C:31]=2[F:37])=[N:18][C:17]=1[C:15]([NH:14][C:9]1[CH:10]=[N:11][N:12]([CH3:13])[C:8]=1[CH:5]1[CH2:6][CH2:7][CH:2]([NH2:1])[CH2:3][CH2:4]1)=[O:16]. Procedure details: tert-Butyl 4-(5-(4-aminocyclohexyl)-1-methyl-1H-pyrazol-4-ylcarbamoyl)-2-(2,6-difluorophenyl)thiazol-5-ylcarbamate was stirred with 4.0M HCl in dioxane (5 mL) for 2 h. Solvent was removed in vacuo, and the residue was basified with sat. sodium bicarbonate and extracted with ethyl acetate 3×. Combined organic layers were concentrated and purified via reverse phase HPLC to give 369. 1H NMR (400 MHz, DMSO) δ 8.82 (s, 1H), 8.35 (s, 1H), 7.60-7.36 (m, 3H), 7.27 (t, J=8.7 Hz, 1H), 3.80 (s, 3H), 2.77 (... Starting materials: CCCCNC(=O)OC1CCN(Cc2ccccc2)CC1, CCO, [Pd]. Reaction SMILES: [CH2:1]([CH2:2][CH2:3][CH3:4])[NH:5][C:6]([O:7][CH:8]1[CH2:9][CH2:10][N:11]([CH2:14][c:15]2[cH:16][cH:17][cH:18][cH:19][cH:20]2)[CH2:12][CH2:13]1)=[O:21].[CH3:22][CH2:23][OH:24].[Pd:25]>>[CH2:1]([CH2:2][CH2:3][CH3:4])[NH:5][C:6]([O:7][CH:8]1[CH2:9][CH2:10][NH:11][CH2:12][CH2:13]1)=[O:21]. Yields the product CCCCNC(=O)OC1CCNCC1. Starting materials: CN(C)c1ccncc1, C(=NC1CCCCC1)=NC1CCCCC1, CC(Cl)Cl, CCOC(=O)C1=C(C)NC(C)=C(C(=O)O)C1c1cccc([N+](=O)[O-])c1, OCC=CC=Cc1ccccc1. The product is CCOC(=O)C1=C(C)NC(C)=C(C(=O)OCC=CC=Cc2ccccc2)C1c1cccc([N+](=O)[O-])c1. Reaction SMILES: [CH3:53][N:54]([CH3:55])[c:56]1[cH:57][cH:58][n:59][cH:60][cH:61]1.[CH:26]1([N:27]=[C:28]=[N:29][CH:30]2[CH2:31][CH2:32][CH2:33][CH2:34][CH2:35]2)[CH2:36][CH2:37][CH2:38][CH2:39][CH2:40]1.[Cl:62][CH:63]([Cl:64])[CH3:65].[N+:1](=[O:2])([O-:3])[c:4]1[cH:5][c:6]([CH:10]2[C:11]([C:21](=[O:22])[O:23][CH2:24][CH3:25])=[C:12]([CH3:20])[NH:13][C:14]([CH3:19])=[C:15]2[C:16](=[O:17])[OH:18])[cH:7][cH:8][cH:9]1.[c:41]1([CH:47]=[CH:48][CH:49]=[CH:50][CH2:51][OH:52])[cH:42][cH:43][cH:44][cH:45][cH:46]1>>[N+:1](=[O:2])([O-:3])[c:4]1[cH:5][c:6]([CH:10]2[C:11]([C:21](=[O:22])[O:23][CH2:24][CH3:25])=[C:12]([CH3:20])[NH:13][C:14]([CH3:19])=[C:15]2[C:16](=[O:17])[O:52][CH2:51][CH:50]=[CH:49][CH:48]=[CH:47][c:41]2[cH:42][cH:43][cH:44][cH:45][cH:46]2)[cH:7][cH:8][cH:9]1. The reactants are S(O)(O)(=O)=O (sulfuric acid), COCCOCOC=1C=C2C=CC(=CC2=CC1)C(=O)CNCC=1C=C(C=CC1)C1=CC=C(C=C1)NC=1C=C(C(=O)OCC)C=CC1 (ethyl 3-[3′-({[6-(2-methoxyethoxymethoxy)naphthalene-2-carbonyl]methylamino}methyl)biphenyl-4-ylamino]benzoate). Run in CO (methanol), O1CCCC1 (tetrahydrofuran), C(C)(=O)OCC (ethyl acetate). Run at time 6 hour. Product: OC=1C=C2C=CC(=CC2=CC1)C(=O)CNCC=1C=C(C=CC1)C1=CC=C(C=C1)NC=1C=C(C(=O)OCC)C=CC1 (ethyl 3-(3′-{[(6-hydroxynaphthalene-2-carbonyl)methylamino]methyl}biphenyl-4-ylamino)benzoate). Isolated yield 99.2%. Reaction SMILES: S(=O)(=O)(O)O.COCCOC[O:12][C:13]1[CH:14]=[C:15]2[C:20](=[CH:21][CH:22]=1)[CH:19]=[C:18]([C:23]([CH2:25][NH:26][CH2:27][C:28]1[CH:29]=[C:30]([C:34]3[CH:39]=[CH:38][C:37]([NH:40][C:41]4[CH:42]=[C:43]([CH:49]=[CH:50][CH:51]=4)[C:44]([O:46][CH2:47][CH3:48])=[O:45])=[CH:36][CH:35]=3)[CH:31]=[CH:32][CH:33]=1)=[O:24])[CH:17]=[CH:16]2>CO.O1CCCC1.C(OCC)(=O)C>[OH:12][C:13]1[CH:14]=[C:15]2[C:20](=[CH:21][CH:22]=1)[CH:19]=[C:18]([C:23]([CH2:25][NH:26][CH2:27][C:28]1[CH:29]=[C:30]([C:34]3[CH:39]=[CH:38][C:37]([NH:40][C:41]4[CH:42]=[C:43]([CH:49]=[CH:50][CH:51]=4)[C:44]([O:46][CH2:47][CH3:48])=[O:45])=[CH:36][CH:35]=3)[CH:31]=[CH:32][CH:33]=1)=[O:24])[CH:17]=[CH:16]2. Procedure details: 1 ml of concentrated sulfuric acid is added to a solution of 1.2 g (1.9 mmol) of ethyl 3-[3′-({[6-(2-methoxyethoxymethoxy)naphthalene-2-carbonyl]methylamino}methyl)biphenyl-4-ylamino]benzoate in 10 ml of methanol and 10 ml of tetrahydrofuran. The reaction medium is stirred at room temperature for 6 hours, diluted with ethyl acetate and washed with water. After extraction, the organic phase is dried over magnesium sulfate, filtered and concentrated under vacuum. The residue obtained is purified b... Reactants: C1CCOC1, Cn1ncc([N+](=O)[O-])c1N1CCC(F)C(N=[N+]=[N-])CC1, O, c1ccc(P(c2ccccc2)c2ccccc2)cc1. The product is Cn1ncc([N+](=O)[O-])c1N1CCC(N)C(F)CC1. RXN SMILES: [CH2:40]1[O:41][CH2:42][CH2:43][CH2:44]1.[N:1](=[N+:2]=[N-:3])[CH:4]1[CH2:5][CH2:6][N:7]([c:12]2[c:13]([N+:18](=[O:19])[O-:20])[cH:14][n:15][n:16]2[CH3:17])[CH2:8][CH2:9][CH:10]1[F:11].[OH2:45].[c:21]1([P:22]([c:23]2[cH:24][cH:25][cH:26][cH:27][cH:28]2)[c:29]2[cH:30][cH:31][cH:32][cH:33][cH:34]2)[cH:35][cH:36][cH:37][cH:38][cH:39]1>>[NH2:1][CH:4]1[CH2:5][CH2:6][N:7]([c:12]2[c:13]([N+:18](=[O:19])[O-:20])[cH:14][n:15][n:16]2[CH3:17])[CH2:8][CH2:9][CH:10]1[F:11].